This data is from the Open Reaction Database (ORD), a public repository of structured organic reaction records. The task is: describe an organic reaction: reactants, conditions, products, and yield Reactants: ICC1=NOC(=N1)C=1C=NC=CC1C(F)(F)F (3-Iodomethyl-5-(4-trifluoromethyl-3-pyridyl)-1,2,4-oxadiazole), [O-]CC.[Na+] (sodium ethoxide). Run at time 6 hour. The product is C(C)OCC1=NOC(=N1)C=1C=NC=CC1C(F)(F)F (3-Ethoxymethyl-5-(4-trifluoromethyl-3-pyridyl)-1,2,4-oxadiazole). RXN SMILES: I[CH2:2][C:3]1[N:7]=[C:6]([C:8]2[CH:9]=[N:10][CH:11]=[CH:12][C:13]=2[C:14]([F:17])([F:16])[F:15])[O:5][N:4]=1.[O-:18][CH2:19][CH3:20].[Na+]>>[CH2:19]([O:18][CH2:2][C:3]1[N:7]=[C:6]([C:8]2[CH:9]=[N:10][CH:11]=[CH:12][C:13]=2[C:14]([F:17])([F:16])[F:15])[O:5][N:4]=1)[CH3:20] |f:1.2|. Reported procedure: 3-Iodomethyl-5-(4-trifluoromethyl-3-pyridyl)-1,2,4-oxadiazole (0.5 g) was dissolved in a freshly prepared solution of sodium ethoxide (30 mg of sodium in 7 ml of ethanol), and the mixture was stirred at room temperature for 6 hours. Reaction SMILES: [CH3:1][CH:2]1[C:6](=[O:7])[C:5]([C:8]2[CH:13]=[CH:12][CH:11]=[C:10]([C:14]([F:17])([F:16])[F:15])[CH:9]=2)=[C:4]([NH2:18])[S:3]1.[CH3:19]N>CO.O>[CH3:1][CH:2]1[C:6](=[O:7])[C:5]([C:8]2[CH:13]=[CH:12][CH:11]=[C:10]([C:14]([F:15])([F:17])[F:16])[CH:9]=2)=[C:4]([NH:18][CH3:19])[S:3]1. Reported procedure: In this example a mixture containing 5.46 g of 2-methyl-3-oxo-4-(3-trifluoromethylphenyl)-5-amino-2,3-dihydrothiophene; 6.2 g of methyl amine; 9.30 g of water in 20 ml of methanol was placed in a sealed pressure vessel (steel bomb) and heated for 18 hours at 105° C.; then 18 hours at 120° C.; and then 18 hours at 115° C. The mixture was diluted with water and extracted three times with dichloroethane. The extracts were combined and then washed with water, dried over magnesium sulfate and then ev... The product is CC1SC(=C(C1=O)C1=CC(=CC=C1)C(F)(F)F)NC (2-Methyl-3-oxo-4-(3-trifluoromethylphenyl)-5-methylamino-2,3-dihydrothiophene). Solvent: O (water), CO (methanol), O (water). Starting materials: CC1SC(=C(C1=O)C1=CC(=CC=C1)C(F)(F)F)N (2-methyl-3-oxo-4-(3-trifluoromethylphenyl)-5-amino-2,3-dihydrothiophene), CN (methyl amine), steel. The reactants are CO, CC(=O)OC1CCCc2cc(C)cnc21. Product: Cc1cnc2c(c1)CCCC2O. Reaction SMILES: [CH3:16][OH:17].[CH3:1][c:2]1[cH:3][n:4][c:5]2[c:10]([cH:11]1)[CH2:9][CH2:8][CH2:7][CH:6]2[O:12][C:13](=[O:14])[CH3:15]>>[CH3:1][c:2]1[cH:3][n:4][c:5]2[c:10]([cH:11]1)[CH2:9][CH2:8][CH2:7][CH:6]2[OH:12]. Reactants: Cc1ccc(C(OC2CCCC(C=C3SC(=O)NC3=O)C2)c2cocn2)c(C)c1, CCOC(C)=O, CO. Product: Cc1ccc(C(OC2CCCC(CC3SC(=O)NC3=O)C2)c2cocn2)c(C)c1. Reaction SMILES: [CH3:1][c:2]1[cH:3][cH:4][c:5]([CH:9]([O:10][CH:11]2[CH2:12][CH:13]([CH:17]=[C:18]3[C:19](=[O:24])[NH:20][C:21](=[O:23])[S:22]3)[CH2:14][CH2:15][CH2:16]2)[c:25]2[n:26][cH:27][o:28][cH:29]2)[c:6]([CH3:8])[cH:7]1.[CH3:30][CH2:31][O:32][C:33](=[O:34])[CH3:35].[CH3:36][OH:37]>>[CH3:1][c:2]1[cH:3][cH:4][c:5]([CH:9]([O:10][CH:11]2[CH2:12][CH:13]([CH2:17][CH:18]3[C:19](=[O:24])[NH:20][C:21](=[O:23])[S:22]3)[CH2:14][CH2:15][CH2:16]2)[c:25]2[n:26][cH:27][o:28][cH:29]2)[c:6]([CH3:8])[cH:7]1.